From a dataset of the Open Reaction Database (ORD), a public repository of structured organic reaction records. describe an organic reaction: reactants, conditions, products, and yield Reactants: COP(OC)(=O)CC1=CC2=CC=CC=C2C=C1 ((2-naphthalenylmethyl)phosphonic acid dimethyl ester), COP(OC)(=O)CC1=CC2=CC=CC=C2C=C1 ((2-naphthalenylmethyl)phosphonic acid dimethyl ester). The solvent is Cl (hydrochloric acid). The product is C1=C(C=CC2=CC=CC=C12)CP(O)(O)=O ((2-Naphthalenylmethyl)phosphonic acid). Yield: 44.6%. Reaction SMILES: C[O:2][P:3]([CH2:7][C:8]1[CH:17]=[CH:16][C:15]2[C:10](=[CH:11][CH:12]=[CH:13][CH:14]=2)[CH:9]=1)(=[O:6])[O:4]C>Cl>[CH:9]1[C:10]2[C:15](=[CH:14][CH:13]=[CH:12][CH:11]=2)[CH:16]=[CH:17][C:8]=1[CH2:7][P:3](=[O:2])([OH:6])[OH:4]. Procedure: A solution of (2-naphthalenylmethyl)phosphonic acid dimethyl ester (Compound 4, 520 mg, 2.08 mM) in concentrated hydrochloric acid (15 mL) is heated at reflux temperature for ten hours. The reaction mixture is then cooled and allowed to stand at room temperature until a white precipitate is formed. The reaction is cooled to room temperature and the aqueous HCl is removed at a reduced pressure. The white solid residue is recrystallized from water to give 0.206 g of the title compound as white cry...